From a dataset of the Open Reaction Database (ORD), a public repository of structured organic reaction records. describe an organic reaction: reactants, conditions, products, and yield The reactants are CCCOC(=Nc1sccc1C#N)OCCC, O=C1CCC(=O)N1Cl, c1ccncc1. The product is CCCOC(=Nc1sc(Cl)cc1C#N)OCCC. RXN SMILES: [C:1](#[N:2])[c:3]1[c:4]([N:8]=[C:9]([O:10][CH2:11][CH2:12][CH3:13])[O:14][CH2:15][CH2:16][CH3:17])[s:5][cH:6][cH:7]1.[Cl:18][N:19]1[C:20](=[O:21])[CH2:22][CH2:23][C:24]1=[O:25].[cH:26]1[cH:27][cH:28][n:29][cH:30][cH:31]1>>[C:1](#[N:2])[c:3]1[c:4]([N:8]=[C:9]([O:10][CH2:11][CH2:12][CH3:13])[O:14][CH2:15][CH2:16][CH3:17])[s:5][c:6]([Cl:18])[cH:7]1. The reactants are BrCCCBr, CCCCOc1nc(N)c2nc(OC)n(CCCNCC3CCCO3)c2n1, CCCC(C)Oc1nc2nc(OC)nc-2c(N)[nH]1, O=C(O)C(F)(F)F, NCC1CCCO1. The product is CCCC(C)Oc1nc(N)c2nc(OC)n(CCCNCC3CCCO3)c2n1. RXN SMILES: [Br:53][CH2:54][CH2:55][CH2:56][Br:57].[CH2:1]([CH2:2][CH2:3][CH3:4])[O:5][c:6]1[n:7][c:8]([NH2:27])[c:9]2[n:10][c:11]([O:25][CH3:26])[n:12]([CH2:15][CH2:16][CH2:17][NH:18][CH2:19][CH:20]3[O:21][CH2:22][CH2:23][CH2:24]3)[c:13]2[n:14]1.[CH3:35][CH:36]([O:37][c:38]1[nH:39][c:40]([NH2:41])[c:42]2[n:49][c:46]([O:47][CH3:48])[n:45][c:43]-2[n:44]1)[CH2:50][CH2:51][CH3:52].[F:28][C:29]([F:30])([F:31])[C:32]([OH:33])=[O:34].[O:58]1[CH2:59][CH2:60][CH2:61][CH:62]1[CH2:63][NH2:64]>>[CH:1]([CH2:2][CH2:3][CH3:4])([O:5][c:6]1[n:7][c:8]([NH2:27])[c:9]2[n:10][c:11]([O:25][CH3:26])[n:12]([CH2:15][CH2:16][CH2:17][NH:18][CH2:19][CH:20]3[O:21][CH2:22][CH2:23][CH2:24]3)[c:13]2[n:14]1)[CH3:29]. Starting materials: O=C([O-])O, C=[N+]1CCOCC1, CC#N, [Cl-], O=C(NCc1ccc(Cl)cc1)c1ccc2sccc2c1O, [Na+]. Product: O=C(NCc1ccc(Cl)cc1)c1ccc2sc(CN3CCOCC3)cc2c1O. Reaction SMILES: [C:30](=[O:31])([OH:32])[O-:33].[CH2:23]=[N+:24]1[CH2:25][CH2:26][O:27][CH2:28][CH2:29]1.[CH3:35][C:36]#[N:37].[Cl-:22].[Cl:1][c:2]1[cH:3][cH:4][c:5]([CH2:6][NH:7][C:8](=[O:9])[c:10]2[cH:11][cH:12][c:13]3[c:14]([cH:15][cH:16][s:17]3)[c:18]2[OH:19])[cH:20][cH:21]1.[Na+:34]>>[Cl:1][c:2]1[cH:3][cH:4][c:5]([CH2:6][NH:7][C:8](=[O:9])[c:10]2[cH:11][cH:12][c:13]3[c:14]([cH:15][c:16]([CH2:23][N:24]4[CH2:25][CH2:26][O:27][CH2:28][CH2:29]4)[s:17]3)[c:18]2[OH:19])[cH:20][cH:21]1. The reactants are ClC1=CC=C(OC(=O)N([C@@H]2CC[C@H](CC2)C#CCOS(=O)(=O)C)C)C=C1 (trans-Methanesulfonic acid 3-{4-[(4-chloro-phenoxycarbonyl)-methyl-amino]-cyclohexyl}-prop-2-ynyl ester), C(C)NCCOC (Ethyl-(2-methoxy-ethyl)-amine). The solvent is CO (methanol). Product: ClC1=CC=C(C=C1)OC(N(C)[C@@H]1CC[C@H](CC1)C#CCN(CCOC)CC)=O (trans-(4-{3-[Ethyl-(2-methoxy-ethyl)-amino]-prop-1-ynyl}-cyclohexyl)-methyl-carbamic acid 4-chloro-phenyl ester). The yield is 82.3%. As a reaction SMILES: [Cl:1][C:2]1[CH:26]=[CH:25][C:5]([O:6][C:7]([N:9]([CH3:24])[C@H:10]2[CH2:15][CH2:14][C@H:13]([C:16]#[C:17][CH2:18]OS(C)(=O)=O)[CH2:12][CH2:11]2)=[O:8])=[CH:4][CH:3]=1.[CH2:27]([NH:29][CH2:30][CH2:31][O:32][CH3:33])[CH3:28]>CO>[Cl:1][C:2]1[CH:26]=[CH:25][C:5]([O:6][C:7](=[O:8])[N:9]([C@H:10]2[CH2:15][CH2:14][C@H:13]([C:16]#[C:17][CH2:18][N:29]([CH2:27][CH3:28])[CH2:30][CH2:31][O:32][CH3:33])[CH2:12][CH2:11]2)[CH3:24])=[CH:4][CH:3]=1. Procedure details: A solution of 200 mg (corresponds to 0.43 mmol) of trans-Methanesulfonic acid 3-{4-[(4-chloro-phenoxycarbonyl)-methyl-amino]-cyclohexyl}-prop-2-ynyl ester in 4.3 ml of methanol was cooled to 0° C., treated with 0.44 ml (1 mmol) of Ethyl-(2-methoxy-ethyl)-amine and stirred over night at RT. The solvent was evaporated and the residue extracted with aqueous saturated NaHCO3/Et2O (3×). The organic phase was dried with Na2SO4, filtered and evaporated. Purification by flash column chromatography on si... The reactants are CCO, Cc1ccc([N+](=O)[O-])c(C(=O)O)c1. Product: Cc1ccc(N)c(C(=O)O)c1. RXN SMILES: [CH3:14][CH2:15][OH:16].[CH3:1][c:2]1[cH:3][cH:4][c:5]([N+:11]([O-:12])=[O:13])[c:6]([C:7](=[O:8])[OH:9])[cH:10]1>>[CH3:1][c:2]1[cH:3][cH:4][c:5]([NH2:11])[c:6]([C:7](=[O:8])[OH:9])[cH:10]1.